This data is from the Open Reaction Database (ORD), a public repository of structured organic reaction records. The task is: describe an organic reaction: reactants, conditions, products, and yield Starting materials: FC1=C(C(=O)O)C=CC(=C1)O (2-fluoro-4-hydroxybenzoic acid), S(O)(O)(=O)=O (sulfuric acid), C(C=C)O (allyl alcohol). Yields the product FC1=C(C(=O)OCC=C)C=CC(=C1)O (allyl 2-fluoro-4-hydroxybenzoate). Isolated yield 69.0%. Reaction SMILES: [F:1][C:2]1[CH:10]=[C:9]([OH:11])[CH:8]=[CH:7][C:3]=1[C:4]([OH:6])=[O:5].S(=O)(=O)(O)O.[CH2:17](O)[CH:18]=[CH2:19]>>[F:1][C:2]1[CH:10]=[C:9]([OH:11])[CH:8]=[CH:7][C:3]=1[C:4]([O:6][CH2:19][CH:18]=[CH2:17])=[O:5]. Reported procedure: In a manner analogous to Example 1(a), starting with 8.3 g (53 mmoles) of 2-fluoro-4-hydroxybenzoic acid treated for 2 hours at 100° C. with 60 ml of allyl alcohol and 1.5 ml of concentrated sulfuric acid, 7.2 g (69% yield) of the expected ester having a melting point of 80°-81° C. are obtained. Starting materials: C(C)(C)(C)OC(=O)N1CCC(CC1)C(CNC(CC1=CC=CC=C1)=O)=O (1-t-Butyloxycarbonyl-4-(2-phenylacetamido)acetylpiperidine), COC=1C=CC(=CC1)P2(=S)SP(=S)(S2)C=3C=CC(=CC3)OC (Lawesson's reagent), C(C)(=O)OCC (ethyl acetate), C([O-])(O)=O.[Na+] (sodium bicarbonate). The solvent is C1(=CC=CC=C1)C (toluene), C(Cl)Cl (methylene chloride). Run at temperature 120 celsius, time 0.5 hour. Yields the product C(C)(C)(C)OC(=O)N1CCC(CC1)C1=CN=C(S1)CC1=CC=CC=C1 (1-t-Butyloxycarbonyl-4-(2-benzylthiazol-5-yl)piperidine). The yield is 55.7%. Reaction SMILES: [C:1]([O:5][C:6]([N:8]1[CH2:13][CH2:12][CH:11]([C:14](=O)[CH2:15][NH:16][C:17](=O)[CH2:18][C:19]2[CH:24]=[CH:23][CH:22]=[CH:21][CH:20]=2)[CH2:10][CH2:9]1)=[O:7])([CH3:4])([CH3:3])[CH3:2].COC1C=CC(P2(SP(C3C=CC(OC)=CC=3)(=S)S2)=[S:36])=CC=1.C(OCC)(=O)C.C(=O)(O)[O-].[Na+]>C1(C)C=CC=CC=1.C(Cl)Cl>[C:1]([O:5][C:6]([N:8]1[CH2:13][CH2:12][CH:11]([C:14]2[S:36][C:17]([CH2:18][C:19]3[CH:24]=[CH:23][CH:22]=[CH:21][CH:20]=3)=[N:16][CH:15]=2)[CH2:10][CH2:9]1)=[O:7])([CH3:4])([CH3:3])[CH3:2] |f:3.4|. Procedure: A mixture of 1-t-butyloxycarbonyl-4-(2-phenylacetamido)acetylpiperidine (595 mg, 1.653 mmol) from Step E and Lawesson's reagent (607 mg, 1.66 mmol) in 5 mL of toluene was heated to 120° C. for 3.5 h. After cooling, 3:1 mixture of ethyl acetate and methylene chloride and saturated sodium bicarbonate solution were added and the mixture was stirred for 0.5 h. The organic phase was separated and washed with brine. Solvent removal gave a crude product which was purified on silica gel using 2:3 mixtur...